This data is from the Open Reaction Database (ORD), a public repository of structured organic reaction records. The task is: describe an organic reaction: reactants, conditions, products, and yield Reactants: C1CCOC1, COc1ccc(Cn2cc3c(N)c(C(=O)Oc4c(F)c(F)c(F)c(F)c4F)c(Cl)nc3n2)cc1, N. The product is COc1ccc(Cn2cc3c(N)c(C(N)=O)c(Cl)nc3n2)cc1. As a reaction SMILES: [CH2:36]1[O:37][CH2:38][CH2:39][CH2:40]1.[F:1][c:2]1[c:3]([O:8][C:9](=[O:4])[c:11]2[c:12]([NH2:30])[c:13]3[c:14]([n:15][c:16]2[Cl:17])[n:18][n:19]([CH2:21][c:22]2[cH:23][cH:24][c:25]([O:28][CH3:29])[cH:26][cH:27]2)[cH:20]3)[c:5]([F:6])[c:7]([F:10])[c:31]([F:32])[c:33]1[F:34].[NH3:35]>>[O:8]=[C:9]([c:11]1[c:12]([NH2:30])[c:13]2[c:14]([n:15][c:16]1[Cl:17])[n:18][n:19]([CH2:21][c:22]1[cH:23][cH:24][c:25]([O:28][CH3:29])[cH:26][cH:27]1)[cH:20]2)[NH2:35].